Dataset: the Open Reaction Database (ORD), a public repository of structured organic reaction records. Task: describe an organic reaction: reactants, conditions, products, and yield Reactants: PdCl2(dppf)CH2Cl2, C(N)(=O)C=1C(=NN2C1CN([C@H]1[C@@H]2COC1)C(=O)OC(C)(C)C)I ((5aS,8aR)-tert-Butyl 3-carbamoyl-2-iodo-5a,6,8,8a-tetrahydrofuro[3,4-e]pyrazolo[ 1,5-a]pyrazine-5(4H)-carboxylate), ClC=1C=C(C=CC1F)B(O)O ((3-chloro-4-fluorophenyl)boronic acid), [O-]P(=O)([O-])[O-].[K+].[K+].[K+] (K3PO4). Solvent: O (water), O1CCOCC1 (dioxane), O (water). Conditions: temperature 80 celsius, time 16 hour. Yields the product C(N)(=O)C=1C(=NN2C1CN([C@H]1[C@@H]2COC1)C(=O)OC(C)(C)C)C1=CC(=C(C=C1)F)Cl ((5aS,8aR)-tert-Butyl 3-carbamoyl-2-(3-chloro-4-fluorophenyl)-5a,6,8,8a-tetrahydrofuro[3,4-e]pyrazolo[1,5-a]pyrazine-5(4H)-carboxylate). Isolated yield 72.5%. As a reaction SMILES: [C:1]([C:4]1[C:5](I)=[N:6][N:7]2[C@H:12]3[CH2:13][O:14][CH2:15][C@H:11]3[N:10]([C:16]([O:18][C:19]([CH3:22])([CH3:21])[CH3:20])=[O:17])[CH2:9][C:8]=12)(=[O:3])[NH2:2].[Cl:24][C:25]1[CH:26]=[C:27](B(O)O)[CH:28]=[CH:29][C:30]=1[F:31].[O-]P([O-])([O-])=O.[K+].[K+].[K+]>O1CCOCC1.O>[C:1]([C:4]1[C:5]([C:27]2[CH:28]=[CH:29][C:30]([F:31])=[C:25]([Cl:24])[CH:26]=2)=[N:6][N:7]2[C@H:12]3[CH2:13][O:14][CH2:15][C@H:11]3[N:10]([C:16]([O:18][C:19]([CH3:22])([CH3:21])[CH3:20])=[O:17])[CH2:9][C:8]=12)(=[O:3])[NH2:2] |f:2.3.4.5|. Procedure: To a stirred solution of Intermediate 352F (0.370 g, 0.852 mmol) and (3-chloro-4-fluorophenyl)boronic acid (0.297 g, 1.704 mmol) in dioxane (2 mL) was added a solution of K3PO4 (0.543 g, 2.56 mmol) in water (0.5 mL) and the reaction mixture was purged with nitrogen for 10 min. PdCl2(dppf)CH2Cl2 (0.052 g, 0.064 mmol) was then added and the reaction mixture was heated to 80° C. and stirred for 16 h. The reaction mixture was diluted with water and extracted with EtOAc (3×30 mL). The combined organi... The reactants are Brc1cnc2c(c1)CC1(CN3CCC1CC3)O2, OB(O)c1csc2ccccc12. Product: c1ccc2c(-c3cnc4c(c3)CC3(CN5CCC3CC5)O4)csc2c1. RXN SMILES: [Br:1][c:2]1[cH:3][c:4]2[c:5]([n:6][cH:7]1)[O:8][C:9]1([CH2:10][N:11]3[CH2:12][CH2:13][CH:14]1[CH2:15][CH2:16]3)[CH2:17]2.[s:18]1[c:19]2[c:20]([c:21]([B:23]([OH:24])[OH:25])[cH:22]1)[cH:26][cH:27][cH:28][cH:29]2>>[c:2]1(-[c:21]2[c:20]3[c:19]([s:18][cH:22]2)[cH:29][cH:28][cH:27][cH:26]3)[cH:3][c:4]2[c:5]([n:6][cH:7]1)[O:8][C:9]1([CH2:10][N:11]3[CH2:12][CH2:13][CH:14]1[CH2:15][CH2:16]3)[CH2:17]2. The reactants are O1C(=CC=C1)CCC=1CCNCC1 (4-(2-[furan-2-yl]ethyl)-1,2,3,6-tetrahydropyridine), CN(C)CC1=CNC2=NC=CC=C21 (3-dimethylaminomethyl-1H-pyrrolo[2,3-b]pyridine). The solvent is C1(=CC=CC=C1)C (toluene). Product: O1C(=CC=C1)CCC=1CCN(CC1)CC1=CNC2=NC=CC=C21 (3-(4-[2-(Furan-2-yl)ethyl]-1,2,3,6-tetrahydropyridin-1-yl)methyl-1H -pyrrolo[2,3-b]pyridine). Yield: 22.7%. As a reaction SMILES: [O:1]1[CH:5]=[CH:4][CH:3]=[C:2]1[CH2:6][CH2:7][C:8]1[CH2:9][CH2:10][NH:11][CH2:12][CH:13]=1.CN([CH2:17][C:18]1[C:26]2[C:21](=[N:22][CH:23]=[CH:24][CH:25]=2)[NH:20][CH:19]=1)C>C1(C)C=CC=CC=1>[O:1]1[CH:5]=[CH:4][CH:3]=[C:2]1[CH2:6][CH2:7][C:8]1[CH2:9][CH2:10][N:11]([CH2:17][C:18]2[C:26]3[C:21](=[N:22][CH:23]=[CH:24][CH:25]=3)[NH:20][CH:19]=2)[CH2:12][CH:13]=1. Procedure details: A solution of 4-(2-[furan-2-yl]ethyl)-1,2,3,6-tetrahydropyridine (506 mg, 2.86 mmol) and 3-dimethylaminomethyl-1H-pyrrolo[2,3-b]pyridine (500 mg, 2.86 mmol) in toluene (10 ml) was stirred at reflux for 10 hours. The solvent was evaporated and the residue chromatographed with 3% methanol in dichloromethane as eluant to afford the title compound (200 mg, 23%) as a colourless solid, m.p. 105° C.; (Found: C, 73.84; H, 6.72; N, 13.31. C19H21N3O requires C, 74.24; H, 6.89; N, 13.67); δH (DMSO-d6) 2.00... The reactants are [Br-].COC1=C(C(=C(C(=C1)C)C#C\C(=C/C[P+](C1=CC=CC=C1)(C1=CC=CC=C1)C1=CC=CC=C1)\C)C)C ((Z)-[5-(4-methoxy-2,3,6-trimethylphenyl)-3-methyl-2-penten-4-ynyl]triphenylphosphonium bromide), [H][H] (hydrogen). The reagents and catalysts are [Pd].S(=O)(=O)([O-])[O-].[Ba+2] (palladium barium sulphate). Solvent: CO (methanol). Yields the product crude product, [Br-].COC1=C(C(=C(C(=C1)C)\C=C/C(=C\C[P+](C1=CC=CC=C1)(C1=CC=CC=C1)C1=CC=CC=C1)/C)C)C ((2Z,4Z)-[5-(4-methoxy-2,3,6-trimethylphenyl)-3-methyl-2,4-pentadienyl]triphenylphosphonium bromide). Isolated yield 54.6%. As a reaction SMILES: [Br-:1].[CH3:2][O:3][C:4]1[CH:9]=[C:8]([CH3:10])[C:7]([C:11]#[C:12]/[C:13](/[CH3:35])=[CH:14]\[CH2:15][P+:16]([C:29]2[CH:34]=[CH:33][CH:32]=[CH:31][CH:30]=2)([C:23]2[CH:28]=[CH:27][CH:26]=[CH:25][CH:24]=2)[C:17]2[CH:22]=[CH:21][CH:20]=[CH:19][CH:18]=2)=[C:6]([CH3:36])[C:5]=1[CH3:37].[H][H]>CO.[Pd].S([O-])([O-])(=O)=O.[Ba+2]>[Br-:1].[CH3:2][O:3][C:4]1[CH:9]=[C:8]([CH3:10])[C:7](/[CH:11]=[CH:12]\[C:13](\[CH3:35])=[CH:14]/[CH2:15][P+:16]([C:17]2[CH:22]=[CH:21][CH:20]=[CH:19][CH:18]=2)([C:23]2[CH:24]=[CH:25][CH:26]=[CH:27][CH:28]=2)[C:29]2[CH:30]=[CH:31][CH:32]=[CH:33][CH:34]=2)=[C:6]([CH3:36])[C:5]=1[CH3:37] |f:0.1,4.5.6,7.8|. Procedure: In a manner analagous to Example 2, a solution of 3.42 g of (Z)-[5-(4-methoxy-2,3,6-trimethylphenyl)-3-methyl-2-penten-4-ynyl]triphenylphosphonium bromide in 240 ml of methanol was hydrogenated in the presence of 1.8 g of palladium/barium sulphate (5%). 188 ml of hydrogen were taken up within 2 hours. The crude product (3.4 g) of (2Z,4Z)-[5-(4-methoxy-2,3,6-trimethylphenyl)-3-methyl-2,4-pentadienyl]triphenylphosphonium bromide (chemical yield 54.6% in accordance with HPLC) obtained after filtrat... Starting materials: ClCCl (dichloromethane), O[C@H](C(=O)O)[C@@H](C(=O)O)O ((2S,3S)-2,3-dihydroxybutanedioic acid), C1(=CC=CC=C1)C(CNC1=C2N=CN(C2=NC(=N1)CNC1CCN(CC1)C(C)C)[C@@H]1O[C@@H]([C@H]([C@H]1O)O)COC)C1=CC=CC=C1 ((2R,3R,4S,5R)-2-(6-[(2,2-Diphenylethyl)amino]-2-{[(1-isopropyl-4-piperidinyl)amino]methyl}-9H-purin-9-yl)-5-(methoxymethyl)tetrahydro-3,4-furandiol). Solvent: C(C)(C)O (isopropyl alcohol), C(C)(C)O (isopropyl alcohol), C(C)(C)O (isopropyl alcohol), C(C)(C)O (isopropyl alcohol). Yields the product O[C@H](C(=O)O)[C@@H](C(=O)O)O.C1(=CC=CC=C1)C(CNC1=C2N=CN(C2=NC(=N1)CNC1CCN(CC1)C(C)C)[C@@H]1O[C@@H]([C@H]([C@H]1O)O)COC)C1=CC=CC=C1 ((2R,3R,4S,5R)-2-(6-[(2,2-Diphenylethyl)amino]-2-{[(1-isopropyl-4-piperidinyl)amino]methyl}-9H-purin-9-yl)-5-(methoxymethyl)tetrahydro-3,4-furandiol (2S,3S)-2,3-dihydroxybutanedioate). Isolated yield 15.8%. RXN SMILES: [OH:1][C@@H:2]([C@H:6]([OH:10])[C:7]([OH:9])=[O:8])[C:3]([OH:5])=[O:4].[C:11]1([CH:17]([C:50]2[CH:55]=[CH:54][CH:53]=[CH:52][CH:51]=2)[CH2:18][NH:19][C:20]2[N:28]=[C:27]([CH2:29][NH:30][CH:31]3[CH2:36][CH2:35][N:34]([CH:37]([CH3:39])[CH3:38])[CH2:33][CH2:32]3)[N:26]=[C:25]3[C:21]=2[N:22]=[CH:23][N:24]3[C@H:40]2[C@H:44]([OH:45])[C@H:43]([OH:46])[C@@H:42]([CH2:47][O:48][CH3:49])[O:41]2)[CH:16]=[CH:15][CH:14]=[CH:13][CH:12]=1.ClCCl>C(O)(C)C>[OH:1][C@@H:2]([C@H:6]([OH:10])[C:7]([OH:9])=[O:8])[C:3]([OH:5])=[O:4].[C:11]1([CH:17]([C:50]2[CH:55]=[CH:54][CH:53]=[CH:52][CH:51]=2)[CH2:18][NH:19][C:20]2[N:28]=[C:27]([CH2:29][NH:30][CH:31]3[CH2:36][CH2:35][N:34]([CH:37]([CH3:38])[CH3:39])[CH2:33][CH2:32]3)[N:26]=[C:25]3[C:21]=2[N:22]=[CH:23][N:24]3[C@H:40]2[C@H:44]([OH:45])[C@H:43]([OH:46])[C@@H:42]([CH2:47][O:48][CH3:49])[O:41]2)[CH:12]=[CH:13][CH:14]=[CH:15][CH:16]=1 |f:4.5|. Procedure details: A solution of (2S,3S)-2,3-dihydroxybutanedioic acid (49 mg, 0.33 mmol) in isopropyl alcohol (1 ml) was added to a stirred solution of [((2R,3R,4S,5R)-2-(6-[(2,2-diphenylethyl)amino]-2-{[(1-isopropyl-4-piperidinyl)amino]methyl}-9H-purin-9-yl)-5-(methoxymethyl)tetrahydro-3,4-furandiol (200 mg, 0.33 mmol) (example 16) in isopropyl alcohol (1 ml). This resulted in the formation of a thick precipitate, which was dissolved by the addition of dichloromethane and isopropyl alcohol. The solvent was boile...